From a dataset of the Open Reaction Database (ORD), a public repository of structured organic reaction records. describe an organic reaction: reactants, conditions, products, and yield Starting materials: CC(=O)OC1CC(O)CC(OC(C)=O)C1, C1CCOC1, CC[Si](CC)(CC)OC(C=CCC(C)(C)CCCC=CCS(=O)(=O)c1nc2ccccc2s1)(C(F)(F)F)C(F)(F)F. The product is CC[Si](CC)(CC)OC(C=CCC(C)(C)CCCC=CC=C1CC(OC(C)=O)CC(OC(C)=O)C1)(C(F)(F)F)C(F)(F)F. Reaction SMILES: [C:42]([CH3:43])(=[O:44])[O:45][CH:46]1[CH2:47][CH:48]([O:53][C:54]([CH3:55])=[O:56])[CH2:49][CH:50]([OH:52])[CH2:51]1.[CH2:57]1[O:58][CH2:59][CH2:60][CH2:61]1.[F:1][C:2]([C:3]([CH:4]=[CH:5][CH2:6][C:7]([CH2:8][CH2:9][CH2:10][CH:11]=[CH:12][CH2:13][S:14]([c:15]1[s:16][c:17]2[cH:18][cH:19][cH:20][cH:21][c:22]2[n:23]1)(=[O:24])=[O:25])([CH3:26])[CH3:27])([C:28]([F:29])([F:30])[F:31])[O:32][Si:33]([CH2:34][CH3:35])([CH2:36][CH3:37])[CH2:38][CH3:39])([F:40])[F:41]>>[F:1][C:2]([C:3]([CH:4]=[CH:5][CH2:6][C:7]([CH2:8][CH2:9][CH2:10][CH:11]=[CH:12][CH:13]=[C:50]1[CH2:49][CH:48]([O:53][C:54]([CH3:55])=[O:56])[CH2:47][CH:46]([O:45][C:42]([CH3:43])=[O:44])[CH2:51]1)([CH3:26])[CH3:27])([C:28]([F:29])([F:30])[F:31])[O:32][Si:33]([CH2:34][CH3:35])([CH2:36][CH3:37])[CH2:38][CH3:39])([F:40])[F:41]. Starting materials: C(C=C)Br (allyl bromide), O (water), [OH-].[Na+] (caustic soda), S(=O)(=O)(C1=CC=C(C=C1)O)C1=CC=C(C=C1)O (4,4'-sulfonyldiphenol), C1(=CC=CC=C1)C (toluene). Reagents/catalysts: [Cl-].C(CCCCCCC)[N+](C)(CCCCCCCC)CCCCCCCC (trioctylmethylammonium chloride). Yields the product C(C=C)OC1=CC=C(C=C1)S(=O)(=O)C1=CC=C(C=C1)OCC=C (bis(4-allyloxyphenyl) sulfone), ( 4 ). RXN SMILES: O.[OH-].[Na+].[S:4]([C:14]1[CH:19]=[CH:18][C:17]([OH:20])=[CH:16][CH:15]=1)([C:7]1[CH:12]=[CH:11][C:10]([OH:13])=[CH:9][CH:8]=1)(=[O:6])=[O:5].[CH2:21](Br)[CH:22]=[CH2:23].[C:25]1(C)[CH:30]=CC=C[CH:26]=1>[Cl-].C([N+](CCCCCCCC)(CCCCCCCC)C)CCCCCCC>[CH2:21]([O:13][C:10]1[CH:11]=[CH:12][C:7]([S:4]([C:14]2[CH:19]=[CH:18][C:17]([O:20][CH2:30][CH:25]=[CH2:26])=[CH:16][CH:15]=2)(=[O:6])=[O:5])=[CH:8][CH:9]=1)[CH:22]=[CH2:23] |f:1.2,6.7|. Procedure details: A flask was charged with 150 parts of water, 150 parts of toluene, 12 parts of caustic soda, and 25 parts of 4,4'-sulfonyldiphenol, and the resulting mixture was dissolved completely to form a solution. To this solution were added 1 part of trioctylmethylammonium chloride (a phase transfer catalyst) and then 36.3 parts of allyl bromide. The resulting solution was reacted at 50° to 60° C. for 15 hours, and toluene was steam-distilled to obtain pale yellow crystals. After filtration, the crystals ... The reactants are C(C)(C)(C)OC(N[C@@](CCC1=CC(=C(C=C1)O)[N+](=O)[O-])(C)CO)=O ([(R)-1-Hydroxymethyl-3-(4-hydroxy-3-nitro-phenyl)-1-methyl-propyl]-carbamic acid tert-butyl ester), [H][H] (hydrogen). Reagents/catalysts: [Pd] (Pd on activated charcoal). Run in C(C)O (ethanol). Run at time 2 hour. The product is C(C)(C)(C)OC(N[C@@](CCC1=CC(=C(C=C1)O)N)(C)CO)=O ([(R)-3-(3-Amino-4-hydroxy-phenyl)-1-hydroxymethyl-1-methyl-propyl]-carbamic acid tert-butyl ester). Reaction SMILES: [C:1]([O:5][C:6](=[O:24])[NH:7][C@:8]([CH2:22][OH:23])([CH3:21])[CH2:9][CH2:10][C:11]1[CH:16]=[CH:15][C:14]([OH:17])=[C:13]([N+:18]([O-])=O)[CH:12]=1)([CH3:4])([CH3:3])[CH3:2].[H][H]>C(O)C.[Pd]>[C:1]([O:5][C:6](=[O:24])[NH:7][C@:8]([CH2:22][OH:23])([CH3:21])[CH2:9][CH2:10][C:11]1[CH:16]=[CH:15][C:14]([OH:17])=[C:13]([NH2:18])[CH:12]=1)([CH3:4])([CH3:2])[CH3:3]. Procedure details: An argon purged solution of [(R)-1-Hydroxymethyl-3-(4-hydroxy-3-nitro-phenyl)-1-methyl-propyl]-carbamic acid tert-butyl ester (3.02 g, 8.87 mmol) in ethanol (40 ml) was treated with 10% Pd on activated charcoal (0.5 g). Argon was replaced by hydrogen and the reaction was allowed to proceed under atmospheric pressure for 2 hours. The reaction suspension was filtered and the filtrate evaporated to dryness in vacuum. Silica gel chromatography (eluent: DCM/methanol 20/1 to 10/1) followed by crystall... Starting materials: [Al+3], [BH4-], C1CCOC1, Cc1ccccc1, [Ce+3], [Cl-], [Cl-], [Cl-], [H-], [H-], [H-], [H-], [Li+], [Na+], O=[PH](c1ccc2ccccc2c1)c1ccc2ccccc2c1. Yields the product B, c1ccc2cc(Pc3ccc4ccccc4c3)ccc2c1. RXN SMILES: [Al+3:30].[BH4-:5].[CH2:35]1[O:36][CH2:37][CH2:38][CH2:39]1.[CH3:40][c:41]1[cH:42][cH:43][cH:44][cH:45][cH:46]1.[Ce+3:2].[Cl-:1].[Cl-:3].[Cl-:4].[H-:29].[H-:32].[H-:33].[H-:34].[Li+:31].[Na+:6].[cH:7]1[c:8]([PH:17]([c:18]2[cH:19][c:20]3[cH:21][cH:22][cH:23][cH:24][c:25]3[cH:26][cH:27]2)=[O:28])[cH:9][cH:10][c:11]2[cH:12][cH:13][cH:14][cH:15][c:16]12>>[BH3:5].[cH:7]1[c:8]([PH:17][c:18]2[cH:19][c:20]3[cH:21][cH:22][cH:23][cH:24][c:25]3[cH:26][cH:27]2)[cH:9][cH:10][c:11]2[cH:12][cH:13][cH:14][cH:15][c:16]12.